From a dataset of the Open Reaction Database (ORD), a public repository of structured organic reaction records. describe an organic reaction: reactants, conditions, products, and yield The reactants are ClC=1N=C(C2=C(N1)C=C(S2)C=O)N2CCOCC2 (2-chloro-4-morpholin-4-yl-thieno[3,2-d]pyrimidine-6-carbaldehyde), Cl.CS(=O)(=O)N1C(CNCC1)(C)C (1-methanesulfonyl-2,2-dimethyl-piperazine hydrochloride salt). Product: ClC=1N=C(C2=C(N1)C=C(S2)CN2CC(N(CC2)S(=O)(=O)C)(C)C)N2CCOCC2 (2-chloro-6-(4-methanesulfonyl-3,3-dimethyl-piperazin-1-ylmethyl)-4-morpholin-4-yl-thieno[3,2-d]pyrimidine). Reaction SMILES: [Cl:1][C:2]1[N:3]=[C:4]([N:13]2[CH2:18][CH2:17][O:16][CH2:15][CH2:14]2)[C:5]2[S:10][C:9]([CH:11]=O)=[CH:8][C:6]=2[N:7]=1.Cl.[CH3:20][S:21]([N:24]1[CH2:29][CH2:28][NH:27][CH2:26][C:25]1([CH3:31])[CH3:30])(=[O:23])=[O:22]>>[Cl:1][C:2]1[N:3]=[C:4]([N:13]2[CH2:18][CH2:17][O:16][CH2:15][CH2:14]2)[C:5]2[S:10][C:9]([CH2:11][N:27]3[CH2:28][CH2:29][N:24]([S:21]([CH3:20])(=[O:22])=[O:23])[C:25]([CH3:31])([CH3:30])[CH2:26]3)=[CH:8][C:6]=2[N:7]=1 |f:1.2|. Procedure: Reaction between 2-chloro-4-morpholin-4-yl-thieno[3,2-d]pyrimidine-6-carbaldehyde and 1-methanesulfonyl-2,2-dimethyl-piperazine hydrochloride salt using procedure C yielded 2-chloro-6-(4-methanesulfonyl-3,3-dimethyl-piperazin-1-ylmethyl)-4-morpholin-4-yl-thieno[3,2-d]pyrimidine. This compound was subjected to procedure A to yield the desired final compound which was purified using flash chromatography. Reactants: O=C(O)c1cccc(Br)n1, Nc1nnn[nH]1. Product: O=C(Nc1nnn[nH]1)c1cccc(Br)n1. RXN SMILES: [Br:1][c:2]1[cH:3][cH:4][cH:5][c:6]([C:8](=[O:9])[OH:10])[n:7]1.[NH2:11][c:12]1[n:13][n:14][n:15][nH:16]1>>[Br:1][c:2]1[cH:3][cH:4][cH:5][c:6]([C:8](=[O:10])[NH:11][c:12]2[nH:13][n:14][n:15][n:16]2)[n:7]1. The reactants are CNC, CCCCC(C)=O, Cl, N#C[K], O. The product is CCCCC(C)(C#N)N(C)C. RXN SMILES: [CH3:5][NH:6][CH3:7].[CH3:8][C:9]([CH2:10][CH2:11][CH2:12][CH3:13])=[O:14].[ClH:4].[K:1][C:2]#[N:3].[OH2:15]>>[C:2](#[N:3])[C:9]([N:6]([CH3:5])[CH3:7])([CH3:8])[CH2:10][CH2:11][CH2:12][CH3:13]. The reactants are C([O-])([O-])=O.[Na+].[Na+] (sodium carbonate), [I-].[K+] (potassium iodide), N1=C(C=CC=C1)N1CCNCC1 (1-(2-pyridyl)-piperazine), COC=1C=C(C=2OC3=CC=CC=C3C(C2C(=O)NCCBr)=O)C=C(C1OC)OC (3',4',5'-trimethoxy-3-(2-bromoethylaminocarbonyl) flavone). Run in O (water), ClCCl (dichloromethane), ClCCl (dichloromethane). Product: COC=1C=C(C=2OC3=CC=CC=C3C(C2C(=O)NCCN2CCN(CC2)C2=NC=CC=C2)=O)C=C(C1OC)OC (3',4',5'-trimethoxy-3-{2-[4-(2-pyridyl)piperazin-1-yl]-ethylaminocarbonyl) flavone). RXN SMILES: [CH3:1][O:2][C:3]1[CH:4]=[C:5]([CH:23]=[C:24]([O:28][CH3:29])[C:25]=1[O:26][CH3:27])[C:6]1[O:7][C:8]2[C:13]([C:14](=[O:22])[C:15]=1[C:16]([NH:18][CH2:19][CH2:20]Br)=[O:17])=[CH:12][CH:11]=[CH:10][CH:9]=2.[I-].[K+].[N:32]1[CH:37]=[CH:36][CH:35]=[CH:34][C:33]=1[N:38]1[CH2:43][CH2:42][NH:41][CH2:40][CH2:39]1.C(=O)([O-])[O-].[Na+].[Na+]>ClCCl.O>[CH3:1][O:2][C:3]1[CH:4]=[C:5]([CH:23]=[C:24]([O:28][CH3:29])[C:25]=1[O:26][CH3:27])[C:6]1[O:7][C:8]2[C:13]([C:14](=[O:22])[C:15]=1[C:16]([NH:18][CH2:19][CH2:20][N:41]1[CH2:42][CH2:43][N:38]([C:33]3[CH:34]=[CH:35][CH:36]=[CH:37][N:32]=3)[CH2:39][CH2:40]1)=[O:17])=[CH:12][CH:11]=[CH:10][CH:9]=2 |f:1.2,4.5.6|. Procedure details: 0.2 g of 3',4',5'-trimethoxy-3-(2-bromoethylaminocarbonyl) flavone were dissolved in 10 ml dichloromethane, and the solution was reacted with a spatula tip full of potassium iodide and 0.5 ml 1-(2-pyridyl)-piperazine. The reaction mixture was heated at reflux temperature for one hour. After cooling, the reaction mixture was worked up by adding further dichloromethane and shaking with saturated sodium carbonate solution and water. Then the organic phase was dried over sodium sulfate, concentrated... Reactants: BrC1=CC=CC=2NC(C(OC21)C)=O (8-bromo-2-methyl-2H-1,4-benzoxazin-3(4H)-one), CC1=C(C=CC(=C1)C)B(O)O (2,4-dimethylphenylboronic acid), C([O-])([O-])=O.[Na+].[Na+] (sodium carbonate). The reagents and catalysts are C=1C=CC(=CC1)[P](C=2C=CC=CC2)(C=3C=CC=CC3)[Pd]([P](C=4C=CC=CC4)(C=5C=CC=CC5)C=6C=CC=CC6)([P](C=7C=CC=CC7)(C=8C=CC=CC8)C=9C=CC=CC9)[P](C=1C=CC=CC1)(C=1C=CC=CC1)C=1C=CC=CC1 (tetrakis(triphenylphosphine)palladium(0)). Solvent: COCCOC (1,2-dimethoxyethane), O (water). The product is CC1=C(C=CC(=C1)C)C1=CC=CC=2NC(C(OC21)C)=O (8-(2,4-Dimethylphenyl)-2-methyl-2H-1,4-benzoxazin-3(4H)-one). The yield is 90.5%. Reaction SMILES: Br[C:2]1[C:11]2[O:10][CH:9]([CH3:12])[C:8](=[O:13])[NH:7][C:6]=2[CH:5]=[CH:4][CH:3]=1.[CH3:14][C:15]1[CH:20]=[C:19]([CH3:21])[CH:18]=[CH:17][C:16]=1B(O)O.C(=O)([O-])[O-].[Na+].[Na+]>COCCOC.O.C1C=CC([P]([Pd]([P](C2C=CC=CC=2)(C2C=CC=CC=2)C2C=CC=CC=2)([P](C2C=CC=CC=2)(C2C=CC=CC=2)C2C=CC=CC=2)[P](C2C=CC=CC=2)(C2C=CC=CC=2)C2C=CC=CC=2)(C2C=CC=CC=2)C2C=CC=CC=2)=CC=1>[CH3:14][C:15]1[CH:20]=[C:19]([CH3:21])[CH:18]=[CH:17][C:16]=1[C:2]1[C:11]2[O:10][CH:9]([CH3:12])[C:8](=[O:13])[NH:7][C:6]=2[CH:5]=[CH:4][CH:3]=1 |f:2.3.4,^1:41,43,62,81|. Reported procedure: To a solution of 8-bromo-2-methyl-2H-1,4-benzoxazin-3(4H)-one (1.20 g, 4.96 mmol) in 1,2-dimethoxyethane (50 ml) were added 2,4-dimethylphenylboronic acid (818 mg, 5.45 mmol), tetrakis(triphenylphosphine)palladium(0) (286 mg, 0.245 mmol) and 2M sodium carbonate solution (4.96 ml, 9.92 mmol). The mixture was refluxed for 16 h and diluted with water. The aqueous solution was extracted with ethyl acetate. The extract was washed with brine, dried over magnesium sulfate and concentrated under vacuum.... Reactants: CC1=C(C(C[C@@H](C1=O)O)(C)C)/C=C/C(=C/C=C/C(=C/C=C/C=C(/C=C/C=C(/C=C/C2=C(C(=O)[C@H](CC2(C)C)O)C)\C)\C)/C)/C (astaxanthin), O (water). Solvent: N1=CC=CC=C1 (pyridine). Reaction conditions: temperature 70 celsius. Product: CC1=C(C(C[C@@H](C1=O)O)(C)C)/C=C/C(=C/C=C/C(=C/C=C/C=C(/C)\C=C\C=C(/C)\C=C\C2=C(C(=O)[C@H](CC2(C)C)O)C)/C)/C (13-cis -astaxanthin). Reaction SMILES: [CH3:1][C:2]1[C:7](=[O:8])[C@@H:6]([OH:9])[CH2:5][C:4]([CH3:11])([CH3:10])[C:3]=1/[CH:12]=[CH:13]/[C:14](/[CH3:44])=[CH:15]/[CH:16]=[CH:17]/[C:18](/[CH3:43])=[CH:19]/[CH:20]=[CH:21]/[CH:22]=[C:23](\[CH3:42])/[CH:24]=[CH:25]/[CH:26]=[C:27](\[CH3:41])/[CH:28]=[CH:29]/[C:30]1[C:36]([CH3:38])([CH3:37])[CH2:35][C@H:34]([OH:39])[C:32](=[O:33])[C:31]=1[CH3:40].O>N1C=CC=CC=1>[CH3:40][C:31]1[C:32](=[O:33])[C@@H:34]([OH:39])[CH2:35][C:36]([CH3:37])([CH3:38])[C:30]=1/[CH:29]=[CH:28]/[C:27](/[CH3:41])=[CH:26]/[CH:25]=[CH:24]/[C:23](/[CH3:42])=[CH:22]/[CH:21]=[CH:20]/[CH:19]=[C:18](\[CH:17]=[CH:16]\[CH:15]=[C:14](\[CH:13]=[CH:12]\[C:3]1[C:4]([CH3:11])([CH3:10])[CH2:5][C@H:6]([OH:9])[C:7](=[O:8])[C:2]=1[CH3:1])/[CH3:44])/[CH3:43]. Procedure: 20 mg analytical grade astaxanthin (97.2 mol % all-trans-astaxanthin and 1.6 mol % 9-cis-astaxanthin and 1.2 mol % 13-cis-astaxanthi) is dissolved in 1 ml pyridine and heated at 70° C. for 30 min. After addition of 8.0 ml cold water, the formed crystals are washed with water and the Raman spectrum shows the presence of crystal Form I as seen in the spectrum in FIG. 2. The X-Ray diffraction pattern is shown in FIG. 1. HPLC determination confirms the total amount of all-trans-astaxanthin and cis-a... Reactants: C1(=CC=CC=C1)B(O)O (Phenylboronic acid), P(=O)([O-])([O-])[O-].[K+].[K+].[K+] (potassium phosphate), C(C1=CC=CC=C1)OC=1C=C(C(=O)OC)C=C(C1)OS(=O)(=O)C(F)(F)F (methyl 3-benzyloxy-5-{[(trifluoromethyl)sulfonyl]-oxy}benzoate). Reagents/catalysts: C=1C=CC(=CC1)[P](C=2C=CC=CC2)(C=3C=CC=CC3)[Pd]([P](C=4C=CC=CC4)(C=5C=CC=CC5)C=6C=CC=CC6)([P](C=7C=CC=CC7)(C=8C=CC=CC8)C=9C=CC=CC9)[P](C=1C=CC=CC1)(C=1C=CC=CC1)C=1C=CC=CC1 (Pd(PPh3)4). Solvent: COCCOC (DME). Run at temperature 85 celsius, time 7 hour. The product is C(C1=CC=CC=C1)OC=1C=C(C=C(C1)C1=CC=CC=C1)C(=O)OC (Methyl 5-benzyloxybiphenyl-3-carboxylate). As a reaction SMILES: [C:1]1(B(O)O)[CH:6]=[CH:5][CH:4]=[CH:3][CH:2]=1.P([O-])([O-])([O-])=O.[K+].[K+].[K+].[CH2:18]([O:25][C:26]1[CH:27]=[C:28]([CH:33]=[C:34](OS(C(F)(F)F)(=O)=O)[CH:35]=1)[C:29]([O:31][CH3:32])=[O:30])[C:19]1[CH:24]=[CH:23][CH:22]=[CH:21][CH:20]=1>C1C=CC([P]([Pd]([P](C2C=CC=CC=2)(C2C=CC=CC=2)C2C=CC=CC=2)([P](C2C=CC=CC=2)(C2C=CC=CC=2)C2C=CC=CC=2)[P](C2C=CC=CC=2)(C2C=CC=CC=2)C2C=CC=CC=2)(C2C=CC=CC=2)C2C=CC=CC=2)=CC=1.COCCOC>[CH2:18]([O:25][C:26]1[CH:27]=[C:28]([C:29]([O:31][CH3:32])=[O:30])[CH:33]=[C:34]([C:1]2[CH:6]=[CH:5][CH:4]=[CH:3][CH:2]=2)[CH:35]=1)[C:19]1[CH:24]=[CH:23][CH:22]=[CH:21][CH:20]=1 |f:1.2.3.4,^1:47,49,68,87|. Procedure details: Phenylboronic acid (1.2 g), Pd(PPh3)4 (364 mg) and potassium phosphate (4 g) were added in that order to a DME (60 mL) solution of methyl 3-benzyloxy-5-{[(trifluoromethyl)sulfonyl]-oxy}benzoate (2.5 g), and stirred at 85° C. for 7 hours. The reaction liquid was filtered through Celite, concentrated under reduced pressure, and the residue was diluted with ethyl acetate, water was added to it, and extracted with ethyl acetate. The organic layer was washed with water and saturated saline water, dri... The reactants are CC1(C)C(C(=O)c2c[nH]c3ccc(OCc4ccccc4)cc23)C1(C)C, OCC1CCCO1, CS(=O)(=O)O, [H-], [Na+], CN(C)C=O. The product is CC1(C)C(C(=O)c2cn(CC3CCCO3)c3ccc(OCc4ccccc4)cc23)C1(C)C. RXN SMILES: [CH2:1]([c:2]1[cH:3][cH:4][cH:5][cH:6][cH:7]1)[O:8][c:9]1[cH:10][c:11]2[c:12]([C:18](=[O:19])[CH:20]3[C:21]([CH3:25])([CH3:26])[C:22]3([CH3:23])[CH3:24])[cH:13][nH:14][c:15]2[cH:16][cH:17]1.[CH2:32]([CH:33]1[CH2:34][CH2:35][CH2:36][O:37]1)[OH:38].[CH3:27][S:28]([OH:29])(=[O:30])=[O:31].[H-:40].[Na+:39].[O:41]=[CH:42][N:43]([CH3:44])[CH3:45]>>[CH2:1]([c:2]1[cH:3][cH:4][cH:5][cH:6][cH:7]1)[O:8][c:9]1[cH:10][c:11]2[c:12]([C:18](=[O:19])[CH:20]3[C:21]([CH3:25])([CH3:26])[C:22]3([CH3:23])[CH3:24])[cH:13][n:14]([CH2:32][CH:33]3[CH2:34][CH2:35][CH2:36][O:37]3)[c:15]2[cH:16][cH:17]1.